Dataset: the Open Reaction Database (ORD), a public repository of structured organic reaction records. Task: describe an organic reaction: reactants, conditions, products, and yield The reactants are C1=CC=CC=2C(C3=CC=CC=C3C(C12)=O)=O (anthraquinone), C=CC=C (butadiene). The product is C1CCCC=2C(C3=CC=CC=C3C(C12)=O)=O (tetrahydroanthraquinone). As a reaction SMILES: [CH:1]1[C:14]2[C:13](=[O:15])[C:12]3[C:7](=[CH:8][CH:9]=[CH:10][CH:11]=3)[C:6](=[O:16])[C:5]=2[CH:4]=[CH:3][CH:2]=1.C=CC=C>>[CH2:4]1[C:5]2[C:6](=[O:16])[C:7]3[C:12](=[CH:11][CH:10]=[CH:9][CH:8]=3)[C:13](=[O:15])[C:14]=2[CH2:1][CH2:2][CH2:3]1. Reported procedure: The liquid taken off at the sump of the quencher is divided into two partial streams. One partial stream, for example about 0.1 to 10%, preferably about 0.3 to 1.5%, of the total stream, is withdrawn from the system. This partial stream which is withdrawn contains the naphthoquinone and phthalic anhydride, isolated by the process according to the invention, in the form of a solution in naphthalene. This process product can be worked up to give pure naphthoquinone and pure phthalic anhydride but ... Reactants: COC(=O)C1Cc2cc(F)ccc2CN1Cc1ccccc1, C1CCOC1, [Cl-], [Li+], [NH4+], [OH-], O, O. Yields the product O=C(O)C1Cc2cc(F)ccc2CN1Cc1ccccc1. RXN SMILES: [CH2:1]([c:2]1[cH:3][cH:4][cH:5][cH:6][cH:7]1)[N:8]1[CH2:9][c:10]2[cH:11][cH:12][c:13]([F:22])[cH:14][c:15]2[CH2:16][CH:17]1[C:18](=[O:19])[O:20][CH3:21].[CH2:29]1[O:30][CH2:31][CH2:32][CH2:33]1.[Cl-:27].[Li+:25].[NH4+:28].[OH-:24].[OH2:23].[OH2:26]>>[CH2:1]([c:2]1[cH:3][cH:4][cH:5][cH:6][cH:7]1)[N:8]1[CH2:9][c:10]2[cH:11][cH:12][c:13]([F:22])[cH:14][c:15]2[CH2:16][CH:17]1[C:18](=[O:19])[OH:20]. Starting materials: OS(=O)(=O)O (H2SO4), CC(=C)C (2-methylpropene), ClC1=CC=C(C=C1)C1=C(C(=NN1C1=C(C=C(C=C1)Cl)Cl)C(=O)O)C (5-(4-chlorophenyl)-1-(2,4-dichlorophenyl)-4-methylpyrazole-3-carboxylic acid). The solvent is O1CCOCC1 (dioxane). Run at temperature -10 celsius. Yields the product ClC1=CC=C(C=C1)C1=C(C(=NN1C1=C(C=C(C=C1)Cl)Cl)C(=O)OC(C)(C)C)C (tert-Butyl 5-(4-chlorophenyl)-1-(2,4-dichlorophenyl)-4-methylpyrazole-3-carboxylate). As a reaction SMILES: [Cl:1][C:2]1[CH:7]=[CH:6][C:5]([C:8]2[N:12]([C:13]3[CH:18]=[CH:17][C:16]([Cl:19])=[CH:15][C:14]=3[Cl:20])[N:11]=[C:10]([C:21]([OH:23])=[O:22])[C:9]=2[CH3:24])=[CH:4][CH:3]=1.OS(O)(=O)=O.[CH3:30][C:31]([CH3:33])=[CH2:32]>O1CCOCC1>[Cl:1][C:2]1[CH:3]=[CH:4][C:5]([C:8]2[N:12]([C:13]3[CH:18]=[CH:17][C:16]([Cl:19])=[CH:15][C:14]=3[Cl:20])[N:11]=[C:10]([C:21]([O:23][C:31]([CH3:33])([CH3:32])[CH3:30])=[O:22])[C:9]=2[CH3:24])=[CH:6][CH:7]=1. Reported procedure: A solution of 5 g of 5-(4-chlorophenyl)-1-(2,4-dichlorophenyl)-4-methylpyrazole-3-carboxylic acid in 35 ml of dioxane is introduced into a 250 ml autoclave and then cooled to -10° C. 2 ml of concentrated H2SO4 and 70 ml of 2-methylpropene, cooled to -10° C., are then added and the autoclave is closed, allowed to warm up to RT and then heated at 40° C. for 18 hours, with vigorous stirring. After cooling to RT, the reaction mixture is concentrated under vacuum, the residue is extracted with DCM, t... Starting materials: CC(C)([O-])C.[K+] (potassium tert-butoxide), C1(=C(C(=CC(=C1)C)C)S(=O)(=O)[O-])C.N[N+]1=C(C=CC=C1)C#CCC (N-amino-2-(1-butynyl)pyridinium mesitylenesulfonate), ice water. Solvent: O1CCCC1 (tetrahydrofuran). Conditions: time 30 minute. The product is C(C)C1=NN2C(C=CC=C2)=C1 (2-Ethylpyrazolo[1,5-a]pyridine). As a reaction SMILES: C1(C)C=C(C)C=C(C)C=1S([O-])(=O)=O.[NH2:14][N+:15]1[CH:20]=[CH:19][CH:18]=[CH:17][C:16]=1[C:21]#[C:22][CH2:23][CH3:24].CC(C)([O-])C.[K+]>O1CCCC1>[CH2:23]([C:22]1[CH:21]=[C:16]2[CH:17]=[CH:18][CH:19]=[CH:20][N:15]2[N:14]=1)[CH3:24] |f:0.1,2.3|. Procedure: A 6.1 g portion of the obtained N-amino-2-(1-butynyl)pyridinium mesitylenesulfonate was dissolved in tetrahydrofuran (600 mL), potassium tert-butoxide (3.55 g) was added at room temperature, and the mixture was vigorously stirred for 30 minutes. After adding ice water to the reaction mixture, extraction was performed with ethyl acetate. The aqueous layer was again extracted with ethyl acetate, the insoluble portion was filtered with a celite filter, and the organic layers were combined and washe...